This data is from the Open Reaction Database (ORD), a public repository of structured organic reaction records. The task is: describe an organic reaction: reactants, conditions, products, and yield Solvent: C1(=CC=CC=C1)C (toluene). Reaction SMILES: [Cl:1][C:2]1[CH:3]=[C:4]([CH:8]=[N:9][C:10]([O:12][Si](C)(C)C)=[CH2:11])[CH:5]=[CH:6][CH:7]=1.C(OC([N:24]1[C:32]2[C:27](=[CH:28][CH:29]=[C:30]([Cl:33])[CH:31]=2)/[C:26](=[CH:34]/[C:35]2[CH:40]=[C:39]([Br:41])[CH:38]=[CH:37][C:36]=2[O:42][CH:43]2[CH2:48][CH2:47][N:46]([C:49]([O:51][C:52]([CH3:55])([CH3:54])[CH3:53])=[O:50])[CH2:45][CH2:44]2)/[C:25]1=[O:56])=O)(C)(C)C>C1(C)C=CC=CC=1>[Br:41][C:39]1[CH:38]=[CH:37][C:36]([O:42][CH:43]2[CH2:44][CH2:45][N:46]([C:49]([O:51][C:52]([CH3:55])([CH3:54])[CH3:53])=[O:50])[CH2:47][CH2:48]2)=[C:35]([CH:34]2[CH2:12][C:10](=[O:11])[NH:9][CH:8]([C:4]3[CH:5]=[CH:6][CH:7]=[C:2]([Cl:1])[CH:3]=3)[C:26]32[C:27]2[C:32](=[CH:31][C:30]([Cl:33])=[CH:29][CH:28]=2)[NH:24][C:25]3=[O:56])[CH:40]=1. Reported procedure: In a manner similar to the method described in Example 37d, 1-(3-chloro-phenyl)-3-trimethylsilyoxy-2-aza-1,3-butadiene in example 35d (43 mmol) in was reacted with E/Z-3-[5-bromo-2-(1-tert-butoxycarbonyl-piperidin-4-yloxy)-benzylidene]-6-chloro-2-oxo-2,3-dihydro-indole-1-carboxylic acid tert-butyl ester in example 37c (10.8 g, 17 mmol) in toluene at 140° C. for 5 h to give the title compound as a yellow solid (Yield: 1.5 g). Product: BrC=1C=CC(=C(C1)C1C2(C(NC(C1)=O)C1=CC(=CC=C1)Cl)C(NC1=CC(=CC=C12)Cl)=O)OC1CCN(CC1)C(=O)OC(C)(C)C (Racemic (2′S,3S,4′R)-4′-[5-bromo-2-(1-tert-butoxycarbonyl-piperidin-4-yloxy)-phenyl]-6-chloro-2′-(3-chlorophenyl)spiro[3H-indole-3,3′-piperidine]-2,6′(1H)-dione). Reactants: ClC=1C=C(C=CC1)C=NC(=C)O[Si](C)(C)C (1-(3-chloro-phenyl)-3-trimethylsilyoxy-2-aza-1,3-butadiene), example 35d, C(C)(C)(C)OC(=O)N1C(\C(\C2=CC=C(C=C12)Cl)=C/C1=C(C=CC(=C1)Br)OC1CCN(CC1)C(=O)OC(C)(C)C)=O (Z-3-[5-bromo-2-(1-tert-butoxycarbonyl-piperidin-4-yloxy)-benzylidene]-6-chloro-2-oxo-2,3-dihydro-indole-1-carboxylic acid tert-butyl ester), example 37c. The reactants are BrCCCS(=NC(C1=CN=CC(=C1)C#CC1=CC(=CC=C1)NC(=O)C=1OC=CC1C)=O)(C1=CC=CC=C1)=O (N-[(3-bromopropyl)(oxido)phenyl--sulfanylidene]-5-({3-[(3-methyl-2-furoyl)amino]phenyl}ethynyl)nicotinamide), N1CCS(CC1)(=O)=O (thiomorpholine-1,1-dioxide). Product: O=S1(CCN(CC1)CCC[S@@](=NC(C1=CN=CC(=C1)C#CC1=CC(=CC=C1)NC(=O)C=1OC=CC1C)=O)(C1=CC=CC=C1)=O)=O ((S)-N-{[3-(1,1-dioxidothiomorpholin-4-yl)propyl](oxido)phenyl--sulfanylidene}-5-({3-[(3-methyl-2-furoyl)amino]phenyl}ethynyl)nicotinamide). RXN SMILES: Br[CH2:2][CH2:3][CH2:4][S:5](=[O:38])([C:32]1[CH:37]=[CH:36][CH:35]=[CH:34][CH:33]=1)=[N:6][C:7](=[O:31])[C:8]1[CH:13]=[C:12]([C:14]#[C:15][C:16]2[CH:21]=[CH:20][CH:19]=[C:18]([NH:22][C:23]([C:25]3[O:26][CH:27]=[CH:28][C:29]=3[CH3:30])=[O:24])[CH:17]=2)[CH:11]=[N:10][CH:9]=1.[NH:39]1[CH2:44][CH2:43][S:42](=[O:46])(=[O:45])[CH2:41][CH2:40]1>>[O:45]=[S:42]1(=[O:46])[CH2:43][CH2:44][N:39]([CH2:2][CH2:3][CH2:4][S@:5](=[O:38])([C:32]2[CH:37]=[CH:36][CH:35]=[CH:34][CH:33]=2)=[N:6][C:7](=[O:31])[C:8]2[CH:13]=[C:12]([C:14]#[C:15][C:16]3[CH:21]=[CH:20][CH:19]=[C:18]([NH:22][C:23]([C:25]4[O:26][CH:27]=[CH:28][C:29]=4[CH3:30])=[O:24])[CH:17]=3)[CH:11]=[N:10][CH:9]=2)[CH2:40][CH2:41]1. Procedure details: In a manner similar to that described for Example 508, N-[(3-bromopropyl)(oxido)phenyl--sulfanylidene]-5-({3-[(3-methyl-2-furoyl)amino]phenyl}ethynyl)nicotinamide and thiomorpholine-1,1-dioxide were converted to the title compound. Solvent: C(C)(=O)Cl (acetyl chloride). Reported procedure: A solution of 2-(carboxymethyl)indane-2-carboxylic acid from Step C (1.10 g, 4.99 mmol) in acetyl chloride (18 mL) was heated at reflux for 18 h, then concentrated in vacuo. The residue was recrystallized from toluene to give 1′,3′-dihydrospiro[furan-3,2′-indene]-2,5(4H)-dione as an ivory solid. This solid was dissolved in CH2Cl2 (25 mL) and NH3 (g) was bubbled into the mixture for 20 min. After a further 30 min, the solvent was evaporated under reduced pressure. The resulting solid was dried un... Reactants: C(=O)(O)CC1(CC2=CC=CC=C2C1)C(=O)O (2-(carboxymethyl)indane-2-carboxylic acid). The product is C1C2(CC3=CC=CC=C13)C(OC(C2)=O)=O (1′,3′-dihydrospiro[furan-3,2′-indene]-2,5(4H)-dione). Reaction SMILES: [C:1]([CH2:4][C:5]1([C:14]([OH:16])=[O:15])[CH2:13][C:12]2[C:7](=[CH:8][CH:9]=[CH:10][CH:11]=2)[CH2:6]1)([OH:3])=O>C(Cl)(=O)C>[CH2:13]1[C:12]2[C:7](=[CH:8][CH:9]=[CH:10][CH:11]=2)[CH2:6][C:5]21[CH2:4][C:1](=[O:3])[O:16][C:14]2=[O:15]. Starting materials: CO, O=C(O)C#Cc1ccc(C(F)(F)F)cc1Cl, ClCCl, COc1cc(N)ccc1OCCN1CCCC1CO. The product is COc1cc(NC(=O)C#Cc2ccc(C(F)(F)F)cc2Cl)ccc1OCCN1CCCC1CO. Reaction SMILES: [CH3:36][OH:37].[Cl:1][c:2]1[c:3]([C:12]#[C:13][C:14](=[O:15])[OH:16])[cH:4][cH:5][c:6]([C:8]([F:9])([F:10])[F:11])[cH:7]1.[Cl:38][CH2:39][Cl:40].[NH2:17][c:18]1[cH:19][c:20]([O:34][CH3:35])[c:21]([O:22][CH2:23][CH2:24][N:25]2[CH:26]([CH2:30][OH:31])[CH2:27][CH2:28][CH2:29]2)[cH:32][cH:33]1>>[Cl:1][c:2]1[c:3]([C:12]#[C:13][C:14](=[O:16])[NH:17][c:18]2[cH:19][c:20]([O:34][CH3:35])[c:21]([O:22][CH2:23][CH2:24][N:25]3[CH:26]([CH2:30][OH:31])[CH2:27][CH2:28][CH2:29]3)[cH:32][cH:33]2)[cH:4][cH:5][c:6]([C:8]([F:9])([F:10])[F:11])[cH:7]1. RXN SMILES: [C:23](=[O:24])([O-:25])[O-:26].[CH3:11][c:12]1[nH:13][c:14]2[cH:15][cH:16][c:17]([C:21]#[N:22])[cH:18][c:19]2[cH:20]1.[CH3:6][N:7]([CH:8]=[O:9])[CH3:10].[K+:27].[K+:28].[OH2:29].[P:1]([Cl:2])([Cl:3])([Cl:4])=[O:5]>>[CH:8](=[O:9])[c:20]1[c:12]([CH3:11])[nH:13][c:14]2[cH:15][cH:16][c:17]([C:21]#[N:22])[cH:18][c:19]21. Starting materials: O=C([O-])[O-], Cc1cc2cc(C#N)ccc2[nH]1, CN(C)C=O, [K+], [K+], O, O=P(Cl)(Cl)Cl. The product is Cc1[nH]c2ccc(C#N)cc2c1C=O.